This data is from the Open Reaction Database (ORD), a public repository of structured organic reaction records. The task is: describe an organic reaction: reactants, conditions, products, and yield Reactants: O=S(=O)(c1ccc(Br)s1)N1CCN(c2ncc(C(O)(C(F)(F)F)C(F)(F)F)cn2)C(CC2CCOCC2)C1, CCO. Product: O=S(=O)(c1cccs1)N1CCN(c2ncc(C(O)(C(F)(F)F)C(F)(F)F)cn2)C(CC2CCOCC2)C1. Reaction SMILES: [Br:1][c:2]1[cH:3][cH:4][c:5]([S:7](=[O:8])(=[O:9])[N:10]2[CH2:11][CH:12]([CH2:32][CH:33]3[CH2:34][CH2:35][O:36][CH2:37][CH2:38]3)[N:13]([c:16]3[n:17][cH:18][c:19]([C:22]([C:23]([F:24])([F:25])[F:26])([C:27]([F:28])([F:29])[F:30])[OH:31])[cH:20][n:21]3)[CH2:14][CH2:15]2)[s:6]1.[CH3:39][CH2:40][OH:41]>>[cH:2]1[cH:3][cH:4][c:5]([S:7](=[O:8])(=[O:9])[N:10]2[CH2:11][CH:12]([CH2:32][CH:33]3[CH2:34][CH2:35][O:36][CH2:37][CH2:38]3)[N:13]([c:16]3[n:17][cH:18][c:19]([C:22]([C:23]([F:24])([F:25])[F:26])([C:27]([F:28])([F:29])[F:30])[OH:31])[cH:20][n:21]3)[CH2:14][CH2:15]2)[s:6]1. Starting materials: [Al+3], COC1(C#N)CCOCC1, CCOCC, [H-], [H-], [H-], [H-], [Li+], [Na+], [Na+], O, O, O, O, O, O, O, O, O, O, O=S(=O)([O-])[O-]. Yields the product COC1(CN)CCOCC1. Reaction SMILES: [Al+3:12].[C:1](#[N:2])[C:3]1([O:9][CH3:10])[CH2:4][CH2:5][O:6][CH2:7][CH2:8]1.[CH3:34][CH2:35][O:36][CH2:37][CH3:38].[H-:11].[H-:14].[H-:15].[H-:16].[Li+:13].[Na+:32].[Na+:33].[OH2:17].[OH2:18].[OH2:19].[OH2:20].[OH2:21].[OH2:22].[OH2:23].[OH2:24].[OH2:25].[OH2:26].[S:27]([O-:28])([O-:29])(=[O:30])=[O:31]>>[CH2:1]([NH2:2])[C:3]1([O:9][CH3:10])[CH2:4][CH2:5][O:6][CH2:7][CH2:8]1. RXN SMILES: [CH3:1][O:2][N:3]=[C:4]1[C@@H:9]([CH:10]=[O:11])[CH2:8][C@H:7]2[CH2:12][C@@H:5]1[C:6]2([CH3:14])[CH3:13].[BH4-].[Na+].C([O-])(O)=O.[Na+]>CO>[CH3:1][O:2][N:3]=[C:4]1[C@@H:9]([CH2:10][OH:11])[CH2:8][C@H:7]2[CH2:12][C@@H:5]1[C:6]2([CH3:14])[CH3:13] |f:1.2,3.4|. Reported procedure: To a solution of (1R,3S,5R)-2-(methoxyimino)-6,6-dimethylbicyclo[3.1.1]heptane-3-carbaldehyde, 77b, (0.70 g, 3.58 mmol) in methanol (15 mL) was added sodium borohydride (0.16 g, 4.30 mmol). After stirring at room temperature for 30 minutes, the reaction was diluted into aqueous saturated NaHCO3 solution and extracted with EtOAc. The organic phase was dried (MgSO4), filtered and concentrated in vacuo. The resulting residue was purified via silica gel chromatography (0-50% EtOAc/Hexanes gradient) ... Product: CON=C1[C@H]2C([C@@H](C[C@@H]1CO)C2)(C)C ((1R,3S,5R)-3-(hydroxymethyl)-6,6-dimethylbicyclo[3.1.1]heptan-2-one O-methyl oxime). Solvent: CO (methanol). Reactants: C(=O)(O)[O-].[Na+] (NaHCO3), CON=C1[C@H]2C([C@@H](C[C@@H]1C=O)C2)(C)C ((1R,3S,5R)-2-(methoxyimino)-6,6-dimethylbicyclo[3.1.1]heptane-3-carbaldehyde), CON=C1[C@H]2C([C@@H](C[C@@H]1C=O)C2)(C)C ((1R,3S,5R)-2-(methoxyimino)-6,6-dimethylbicyclo[3.1.1]heptane-3-carbaldehyde), [BH4-].[Na+] (sodium borohydride). Conditions: time 30 minute.